describe an organic reaction: reactants, conditions, products, and yield From a dataset of the Open Reaction Database (ORD), a public repository of structured organic reaction records. Starting materials: CC1(CC=C(CC1)C1=C(C=CC(=C1)C(C)(C)O)NC(=O)C=1NC=C(N1)C#N)C (4-Cyano-1H-imidazole-2-carboxylic acid [2-(4,4-dimethyl-cyclohex-1-enyl)-4-(1-hydroxy-1-methyl-ethyl)-phenyl]-amide), NC1=NC(=CC=C1)C (2-amino-6-methylpyridine). Product: CC1(CC=C(CC1)C1=C(C=CC(=C1)C(C)(NC1=NC(=CC=C1)C)C)NC(=O)C=1NC=C(N1)C#N)C (4-Cyano-1H-imidazole-2-carboxylic acid {2-(4,4-dimethyl-cyclohex-1-enyl)-4-[1-methyl-1-(6-methyl-pyridin-2-ylamino)-ethyl]-phenyl}-amide). Reaction SMILES: [CH3:1][C:2]1([CH3:28])[CH2:7][CH2:6][C:5]([C:8]2[CH:13]=[C:12]([C:14](O)([CH3:16])[CH3:15])[CH:11]=[CH:10][C:9]=2[NH:18][C:19]([C:21]2[NH:22][CH:23]=[C:24]([C:26]#[N:27])[N:25]=2)=[O:20])=[CH:4][CH2:3]1.[NH2:29][C:30]1[CH:35]=[CH:34][CH:33]=[C:32]([CH3:36])[N:31]=1>>[CH3:1][C:2]1([CH3:28])[CH2:7][CH2:6][C:5]([C:8]2[CH:13]=[C:12]([C:14]([CH3:16])([NH:29][C:30]3[CH:35]=[CH:34][CH:33]=[C:32]([CH3:36])[N:31]=3)[CH3:15])[CH:11]=[CH:10][C:9]=2[NH:18][C:19]([C:21]2[NH:22][CH:23]=[C:24]([C:26]#[N:27])[N:25]=2)=[O:20])=[CH:4][CH2:3]1. Reported procedure: The title compound was prepared from 4-cyano-1H-imidazole-2-carboxylic acid [2-(4,4-dimethyl-cyclohex-1-enyl)-4-(1-hydroxy-1-methyl-ethyl)-phenyl]-amide (as prepared in Example 14, step (d)) and 2-amino-6-methylpyridine using the conditions described in Example 72. 1H-NMR (CDCl3-CD3OD; 400 MHz): δ 8.26 (dd, 1H, J=8.6, 2.0 Hz), 7.76 (s, 1H), 7.54-7.49 (m, 1H), 7.28-7.22 (m, 1H), 7.14 (d, 1H, J=2.2 Hz), 6.58 (d, 1H, J=7.3 Hz), 6.07 (m, 1H), 5.67 (m, 1H), 2.46 (s, 3H), 2.20-2.14 (m, 2H), 2.00 (m, 2...